From a dataset of the Open Reaction Database (ORD), a public repository of structured organic reaction records. describe an organic reaction: reactants, conditions, products, and yield Starting materials: C(C)(C)(C)OC(=O)N1CCN(CC1)CCN1S(CCC1)(=O)=O (4-[2-(1,1-Dioxo-isothiazolidine-2-yl)-ethyl]-piperazine-1-carboxylic acid tert-butyl ester), FC(C(=O)O)(F)F (trifluoroacetic acid). Run in ClCCl (dichloromethane). Run at time 30 minute. The product is FC(C(=O)O)(F)F.O=S1(N(CCC1)CCN1CCNCC1)=O (1-[2-(1,1-dioxo-isothiazolidine-2-yl)-ethyl]-piperazine trifluoroacetate). As a reaction SMILES: C(OC([N:8]1[CH2:13][CH2:12][N:11]([CH2:14][CH2:15][N:16]2[CH2:20][CH2:19][CH2:18][S:17]2(=[O:22])=[O:21])[CH2:10][CH2:9]1)=O)(C)(C)C.[F:23][C:24]([F:29])([F:28])[C:25]([OH:27])=[O:26]>ClCCl>[F:23][C:24]([F:29])([F:28])[C:25]([OH:27])=[O:26].[O:22]=[S:17]1(=[O:21])[CH2:18][CH2:19][CH2:20][N:16]1[CH2:15][CH2:14][N:11]1[CH2:10][CH2:9][NH:8][CH2:13][CH2:12]1 |f:3.4|. Procedure details: 4-[2-(1,1-Dioxo-isothiazolidine-2-yl)-ethyl]-piperazine-1-carboxylic acid tert-butyl ester (2.01 g) was treated with 30% trifluoroacetic acid in dichloromethane (10 mL), and the mixture was stirred at room temperature for 30 min. The mixture was concentrated in vacuo to give 2.46 g of 1-[2-(1,1-dioxo-isothiazolidine-2-yl)-ethyl]-piperazine trifluoroacetate as a solid. LR-MS: 234 [(M+H)+] The reactants are O=C([O-])O, CC[SiH](CC)CC, COC(=O)C1Cc2cc3c(cc2CN1C(=O)OC(C)(C)C)OC(O)(c1ccc(OCc2ccc(Cl)c(Cl)c2)cc1)CO3, CC(C)(C)OC(=O)OC(=O)OC(C)(C)C, CCOC(C)=O, ClCCl, Cl, O=C(O)C(F)(F)F, [Na+]. Yields the product COC(=O)C1Cc2cc3c(cc2CN1C(=O)OC(C)(C)C)OC(c1ccc(OCc2ccc(Cl)c(Cl)c2)cc1)CO3. As a reaction SMILES: [C:72](=[O:73])([OH:74])[O-:75].[CH2:50]([SiH:51]([CH2:52][CH3:53])[CH2:54][CH3:55])[CH3:56].[CH3:1][O:2][C:3](=[O:4])[CH:5]1[N:6]([C:36](=[O:37])[O:38][C:39]([CH3:40])([CH3:41])[CH3:42])[CH2:7][c:8]2[cH:9][c:10]3[c:11]([cH:12][c:13]2[CH2:14]1)[O:15][CH2:16][C:17]([OH:19])([c:20]1[cH:21][cH:22][c:23]([O:26][CH2:27][c:28]2[cH:29][c:30]([Cl:35])[c:31]([Cl:34])[cH:32][cH:33]2)[cH:24][cH:25]1)[O:18]3.[CH3:57][C:58]([O:59][C:60]([O:61][C:62]([O:63][C:64]([CH3:65])([CH3:66])[CH3:67])=[O:68])=[O:69])([CH3:70])[CH3:71].[CH3:81][CH2:82][O:83][C:84](=[O:85])[CH3:86].[Cl:78][CH2:79][Cl:80].[ClH:77].[F:43][C:44]([F:45])([F:46])[C:47]([OH:48])=[O:49].[Na+:76]>>[CH3:1][O:2][C:3](=[O:4])[CH:5]1[N:6]([C:36](=[O:37])[O:38][C:39]([CH3:40])([CH3:41])[CH3:42])[CH2:7][c:8]2[cH:9][c:10]3[c:11]([cH:12][c:13]2[CH2:14]1)[O:15][CH2:16][CH:17]([c:20]1[cH:21][cH:22][c:23]([O:26][CH2:27][c:28]2[cH:29][c:30]([Cl:35])[c:31]([Cl:34])[cH:32][cH:33]2)[cH:24][cH:25]1)[O:18]3. The reactants are C[C@H]1[C@@H]([C@H](C=CO1)O)O (L-rhamnal), reagent, C[C@H]1[C@@H]([C@H](C=CO1)O)O (L-rhamnal). The reagents and catalysts are C(=O)([O-])[O-].[Ag+].[Ag+] (Fetizon's reagent), C(=O)([O-])[O-].[Ag+].[Ag+] (Fetizon's reagent). Solvent: C1=CC=CC=C1 (benzene). Yields the product C1=CC(=O)[C@@H](O)[C@@H](O1)C (1,5 anhydro-2,6-dideoxy-L-erythro-hex-1-en-3-ulose). RXN SMILES: [CH3:1][C@@H:2]1[O:7][CH:6]=[CH:5][C@H:4]([OH:8])[C@H:3]1[OH:9]>C1C=CC=CC=1.C([O-])([O-])=O.[Ag+].[Ag+]>[CH:6]1[O:7][C@@H:2]([CH3:1])[C@H:3]([OH:9])[C:4](=[O:8])[CH:5]=1 |f:2.3.4|. Reported procedure: When Fetizon's reagent is used, L-rhamnal is dissolved in benzene and then the Fetizon's reagent is added to the mixture (20 g reagent: 1 g L-rhamnal). The mixture is refluxed for 1 hour, the spent reagent removed by filtration, and the solvent removed by evaporation to yield nearly pure enone. When the oxidant is chromium trioxide:pyridine complex, L-rhamnal is added to a solution of the oxidant in dichloromethane followed by addition of 4 equivalents of acetic anhydride. After 20 minutes the r... The product is CC1CN(c2cc(Cl)c(C(F)(F)F)cn2)CC(C)N1. RXN SMILES: [CH3:13][CH:14]1[NH:15][CH:16]([CH3:20])[CH2:17][NH:18][CH2:19]1.[CH3:27][N:28]([CH3:29])[CH:30]=[O:31].[Cl:1][c:2]1[n:3][cH:4][c:5]([C:9]([F:10])([F:11])[F:12])[c:6]([Cl:8])[cH:7]1.[K+:21].[K+:22].[O-:23][C:24]([O-:25])=[O:26]>>[c:2]1([N:18]2[CH2:17][CH:16]([CH3:20])[NH:15][CH:14]([CH3:13])[CH2:19]2)[n:3][cH:4][c:5]([C:9]([F:10])([F:11])[F:12])[c:6]([Cl:8])[cH:7]1. Reactants: CC1CNCC(C)N1, CN(C)C=O, FC(F)(F)c1cnc(Cl)cc1Cl, [K+], [K+], O=C([O-])[O-]. Reaction conditions: time 3 hour. Reactants: C(C(=O)Cl)(=O)Cl (oxalyl chloride), COC(=O)C12CCC(CC1)(CC2)C(=O)O (Bicyclo-[2.2.2]octane-1,4-dicarboxylic acid monomethyl ester), COC(=O)C12CCC(CC1)(CC2)C(=O)O (Bicyclo-[2.2.2]octane-1,4-dicarboxylic acid monomethyl ester), CN(C=O)C (dimethylformamide), CC1=C(C=C(C(=C1Br)O)Br)C2(C=3C=CC=CC3S(=O)(=O)O2)C=4C=C(C(=C(C4C)Br)O)Br (Bromocresol green). Product: COC(=O)C12CCC(CC1)(CC2)C(=O)Cl (4-Chlorocarbonylbicyclo[2.2.2]octane-1-carboxylic acid methyl ester). The solvent is ClCCl (dichloromethane), ClCCl.CO (dichloromethane methanol), ClCCl (dichloromethane). Procedure: Bicyclo-[2.2.2]octane-1,4-dicarboxylic acid monomethyl ester (IV, Example 81, 1 wt) is dissolved in dichloromethane (6.25 vol) and dimethylformamide (0.025 vol) is added. Concomitantly oxalyl chloride (0.5125 vol) is dissolved in dichloromethane (0.625 vol) and the resulting mixture is added to the mixture containing the bicyclo-[2.2.2]octane-1,4-dicarboxylic acid monomethyl ester (IV) at between 12 to 17° C., taking care for gas evolution. The mixture is stirred at 15 to 25° for 2 to 4 hours wh... As a reaction SMILES: [CH3:1][O:2][C:3]([C:5]12[CH2:12][CH2:11][C:8]([C:13]([OH:15])=O)([CH2:9][CH2:10]1)[CH2:7][CH2:6]2)=[O:4].CN(C)C=O.C(Cl)(=O)C([Cl:24])=O.CC1C(Br)=C(O)C(Br)=CC=1C1(C2C=C(Br)C(O)=C(Br)C=2C)OS(=O)(=O)C2C=CC=CC1=2>ClCCl.ClCCl.CO>[CH3:1][O:2][C:3]([C:5]12[CH2:12][CH2:11][C:8]([C:13]([Cl:24])=[O:15])([CH2:9][CH2:10]1)[CH2:7][CH2:6]2)=[O:4] |f:5.6|. Reactants: C(#N)C(C(C)C)(C)N (1-cyano-1,2-dimethylpropylamine), C(C#C)OC1=C(C=C(C(=O)Cl)C=C1OC)OC (4-(2-propynyloxy)-3,5-dimethoxybenzoyl chloride). Yields the product C(#N)C(C(C)C)(C)NC(C1=CC(=C(C(=C1)OC)OCC#C)OC)=O (N-(1-cyano-1,2-dimethylpropyl)-4-(2-propynyloxy)-3,5-dimethoxybenzamide). As a reaction SMILES: [C:1]([C:3]([NH2:8])([CH3:7])[CH:4]([CH3:6])[CH3:5])#[N:2].[CH2:9]([O:12][C:13]1[C:21]([O:22][CH3:23])=[CH:20][C:16]([C:17](Cl)=[O:18])=[CH:15][C:14]=1[O:24][CH3:25])[C:10]#[CH:11]>>[C:1]([C:3]([NH:8][C:17](=[O:18])[C:16]1[CH:15]=[C:14]([O:24][CH3:25])[C:13]([O:12][CH2:9][C:10]#[CH:11])=[C:21]([O:22][CH3:23])[CH:20]=1)([CH3:7])[CH:4]([CH3:6])[CH3:5])#[N:2]. Procedure details: According to the same method as that of Production Example 1, 1-cyano-1,2-dimethylpropylamine was used in place of 2,2-dimethylpropylamine, 4-(2-propynyloxy)-3,5-dimethoxybenzoyl chloride was used in place of 4-(2-propynyloxy)-3-methoxybenzoyl chloride to obtain N-(1-cyano-1,2-dimethylpropyl)-4-(2-propynyloxy)-3,5-dimethoxybenzamide (hereinafter, described as the compound 19 of the present invention) represented by the formula: Reactants: NC1=NC=CC(=C1)C#N (2-Aminopyridine-4-carbonitrile), NC1=NC=CC=C1CN (2-amino-3-aminomethyl pyridine). Product: NC1=NC=CC(=C1)CN (2-amino-4-aminomethylpyridine). RXN SMILES: [NH2:1][C:2]1[CH:7]=[C:6]([C:8]#[N:9])[CH:5]=[CH:4][N:3]=1.NC1C(CN)=CC=CN=1>>[NH2:1][C:2]1[CH:7]=[C:6]([CH2:8][NH2:9])[CH:5]=[CH:4][N:3]=1. Reported procedure: 2-Aminopyridine-4-carbonitrile (L. W. Deady et al, Aust. J. Chem., 35, 2025 (1982)) is reduced catalytically according to the procedure of D. E. Beattie et al for the preparation of 2-amino-3-aminomethyl pyridine (J. Med. Chem, 20, 718, (1977)) to give the title compound.